This data is from the Open Reaction Database (ORD), a public repository of structured organic reaction records. The task is: describe an organic reaction: reactants, conditions, products, and yield The reactants are C(C(=O)Cl)(=O)Cl (oxalyl chloride), C(C(=C)C)(=O)N (methacrylamide), ClC(C)Cl (dichloroethane), resultant mixture. Run in Cl (hydrogen chloride), Cl (hydrogen chloride). Reaction conditions: time 30 minute. Yields the product CC(C(=O)N=C=O)CCl (alpha-methyl-beta-chloropropionyl isocyanate). RXN SMILES: [C:1]([NH2:6])(=[O:5])[C:2]([CH3:4])=[CH2:3].C(Cl)(=O)[C:8](Cl)=[O:9].[Cl:13]C(Cl)C>Cl>[CH3:3][CH:2]([CH2:4][Cl:13])[C:1]([N:6]=[C:8]=[O:9])=[O:5]. Procedure: Into a suspension of methacrylamide (106 g; 1.25 mol) in dichloroethane (600 ml), dry hydrogen chloride gas was blown while cooling with ice for about 1 hour. Then, oxalyl chloride (243.9 g; 1.92 mol) was dropwise added thereto while continuing hydrogen chloride blowing and ice cooling. The resultant mixture was heated to reflux, and the refluxing was continued for 30 minutes. After being allowed to cool, the reaction mixture was distilled under reduced pressure to give alpha-methyl-beta-chlorop... Starting materials: O=C([O-])[O-], CN(C)C=O, CCOC(=O)c1ccc(-c2nc(COc3ccc(CCl)cc3OC)c(C)o2)s1, [K+], [K+], O, O=Cc1cn(-c2ccccc2)nc1O. Yields the product CCOC(=O)c1ccc(-c2nc(COc3ccc(COc4nn(-c5ccccc5)cc4C=O)cc3OC)c(C)o2)s1. RXN SMILES: [C:43](=[O:44])([O-:45])[O-:46].[CH3:49][N:50]([CH3:51])[CH:52]=[O:53].[Cl:1][CH2:2][c:3]1[cH:4][c:5]([O:27][CH3:28])[c:6]([O:7][CH2:8][c:9]2[n:10][c:11](-[c:15]3[cH:16][cH:17][c:18]([C:20](=[O:21])[O:22][CH2:23][CH3:24])[s:19]3)[o:12][c:13]2[CH3:14])[cH:25][cH:26]1.[K+:47].[K+:48].[OH2:54].[OH:29][c:30]1[n:31][n:32](-[c:37]2[cH:38][cH:39][cH:40][cH:41][cH:42]2)[cH:33][c:34]1[CH:35]=[O:36]>>[CH2:2]([c:3]1[cH:4][c:5]([O:27][CH3:28])[c:6]([O:7][CH2:8][c:9]2[n:10][c:11](-[c:15]3[cH:16][cH:17][c:18]([C:20](=[O:21])[O:22][CH2:23][CH3:24])[s:19]3)[o:12][c:13]2[CH3:14])[cH:25][cH:26]1)[O:29][c:30]1[n:31][n:32](-[c:37]2[cH:38][cH:39][cH:40][cH:41][cH:42]2)[cH:33][c:34]1[CH:35]=[O:36]. Starting materials: [Na] (sodium), C(CO)O (ethylene glycol), ClC1=C(C(=[N+](C=C1)[O-])C)C (4-chloro-2,3-dimethylpyridine N-oxide). Reaction conditions: temperature 100 celsius, time 1 hour. Product: OCCOC1=C(C(=[N+](C=C1)[O-])C)C (4-(2-hydroxyethoxy)-2,3-dimethylpyridine N-oxide). As a reaction SMILES: [Na].Cl[C:3]1[CH:8]=[CH:7][N+:6]([O-:9])=[C:5]([CH3:10])[C:4]=1[CH3:11].[CH2:12]([OH:15])[CH2:13][OH:14]>>[OH:14][CH2:13][CH2:12][O:15][C:3]1[CH:8]=[CH:7][N+:6]([O-:9])=[C:5]([CH3:10])[C:4]=1[CH3:11] |^1:0|. Procedure: 4.60 g (0.2 mol) of metallic sodium was dissolved in 80 ml of ethylene glycol under cooling with ice to obtain a solution. This solution was stirred in a nitrogen atmosphere at 100° C. for one hour, followed by the addition of 15.76 g (0.1 mol) of 4-chloro-2,3-dimethylpyridine N-oxide at a room temperature. The obtained mixture was stirred at 120° C. for 2 hours. After the completion of the reaction, the reaction mixture was distilled to dryness to remove the ethylene glycol. The obtained residu... Reactants: C1=CC(=CC(=C1)Cl)C(=O)OO (m-CPBA), FC(CCCSCCCCO)(C(F)(F)F)F (4-((4,4,5,5,5-pentafluoropentyl)thio)butan-1-ol). Run in C(Cl)Cl (DCM). Run at temperature 0 celsius, time 30 minute. Yields the product FC(CCCS(=O)CCCCO)(C(F)(F)F)F (4-((4,4,5,5,5-pentafluoropentyl)sulfinyl)butan-1-ol). The yield is 65.8%. RXN SMILES: C1C=C(Cl)C=C(C(OO)=[O:9])C=1.[F:12][C:13]([F:27])([C:23]([F:26])([F:25])[F:24])[CH2:14][CH2:15][CH2:16][S:17][CH2:18][CH2:19][CH2:20][CH2:21][OH:22]>C(Cl)Cl>[F:27][C:13]([F:12])([C:23]([F:24])([F:25])[F:26])[CH2:14][CH2:15][CH2:16][S:17]([CH2:18][CH2:19][CH2:20][CH2:21][OH:22])=[O:9]. Procedure: m-CPBA (64 mg, 0.37 mmol) was added to a cooled (0° C.) solution of 4-((4,4,5,5,5-pentafluoropentyl)thio)butan-1-ol (76 mg, 0.28 mmol) in DCM (3 mL) and it was stirred at 0° C. for 30 min. The reaction mixture was warmed to room temperature and was partitioned between a saturated solution of sodium bicarbonate and DCM. The organic layer was dried over sodium sulfate, and evaporated to dryness. The residue was purified by column chromatography on silica gel eluting with 0 to 10% MeOH/DCM to affor... Reactants: [H-].[Al+3].[Li+].[H-].[H-].[H-] (lithium aluminum hydride), [H-].[H-].[H-].[H-].[Li+].[Al+3] (LAH), FC=1C=CC(=C(C#N)C1)OC1=CC2=C(C(=NO2)CN2CCCC2)C=C1 (5-fluoro-2-(3-pyrrolidin-1-ylmethyl-benzo[d] isoxazol-6-yloxy)-benzonitrile). Solvent: C1CCOC1 (THF), C1CCOC1 (THF), C1CCOC1 (THF). Reaction conditions: temperature 0 celsius, time 1 hour. The product is FC=1C=CC(=C(CN)C1)OC1=CC2=C(C(=NO2)CN2CCCC2)C=C1 (5-fluoro-2-(3-pyrrolidin-1-ylmethyl-benzo[d]isoxazol-6-yloxy)-benzylamine). Isolated yield 74.5%. As a reaction SMILES: [F:1][C:2]1[CH:3]=[CH:4][C:5]([O:10][C:11]2[CH:25]=[CH:24][C:14]3[C:15]([CH2:18][N:19]4[CH2:23][CH2:22][CH2:21][CH2:20]4)=[N:16][O:17][C:13]=3[CH:12]=2)=[C:6]([CH:9]=1)[C:7]#[N:8].[H-].[Al+3].[Li+].[H-].[H-].[H-]>C1COCC1>[F:1][C:2]1[CH:3]=[CH:4][C:5]([O:10][C:11]2[CH:25]=[CH:24][C:14]3[C:15]([CH2:18][N:19]4[CH2:20][CH2:21][CH2:22][CH2:23]4)=[N:16][O:17][C:13]=3[CH:12]=2)=[C:6]([CH:9]=1)[CH2:7][NH2:8] |f:1.2.3.4.5.6|. Reported procedure: 5-Fluoro-2-(3-pyrrolidin-1-ylmethyl-benzo[d]isoxazol-6-yloxy)-benzonitrile (5v) (0.20 g, 0.59 mmol) was dissolved in THF (4 mL) and cooled to 0° C. A solution of lithium aluminum hydride in THF (1.0 mL, 1.0 mmol) was added slowly and the reaction was allowed to warm to room temperature. After 1 h, the reaction was cooled to 0° C. and an additional portion of LAH in THF was added (0.9 mL, 0.9 mmol). The reaction was allowed to stir 20 minutes. The reaction was then quenched by the portion-wise ad... Starting materials: ClC=1C(=C(C(=O)O)C=CC1F)F (3-chloro-2,4-difluorobenzoic acid), C[C@@H]1CNC[C@@H](O1)C (cis-2,6-dimethylmorpholine). The product is ClC=1C(=C(C(=O)O)C=CC1F)N1C[C@H](O[C@H](C1)C)C (3-chloro-2-[(2R,6S)-2,6-dimethylmorpholin-4-yl]-4-fluorobenzoic acid). Reaction SMILES: [Cl:1][C:2]1[C:3](F)=[C:4]([CH:8]=[CH:9][C:10]=1[F:11])[C:5]([OH:7])=[O:6].[CH3:13][C@H:14]1[O:19][C@@H:18]([CH3:20])[CH2:17][NH:16][CH2:15]1>>[Cl:1][C:2]1[C:3]([N:16]2[CH2:15][C@H:14]([CH3:13])[O:19][C@H:18]([CH3:20])[CH2:17]2)=[C:4]([CH:8]=[CH:9][C:10]=1[F:11])[C:5]([OH:7])=[O:6]. Procedure: Starting materials: 3-chloro-2,4-difluorobenzoic acid and cis-2,6-dimethylmorpholine. Starting materials: ClC1=NC=C(C(=O)O)C=C1 (6-Chloronicotinic acid), CNC (dimethyl amine). Solvent: O (water). The product is CN(C1=NC=C(C(=O)O)C=C1)C (6-dimethylaminonicotinic acid). RXN SMILES: Cl[C:2]1[CH:10]=[CH:9][C:5]([C:6]([OH:8])=[O:7])=[CH:4][N:3]=1.[CH3:11][NH:12][CH3:13]>O>[CH3:11][N:12]([CH3:13])[C:2]1[CH:10]=[CH:9][C:5]([C:6]([OH:8])=[O:7])=[CH:4][N:3]=1. Reported procedure: 6-Chloronicotinic acid (0.5 g, 3.17 mmol) and dimethyl amine 10 ml, 40% in water) were heated in a sealed pressure vessel at 130° C. for 6 h. The solvent was then removed and the residue was taken up in water and the pH was adjusted to 4–5. Extraction with dichloromethane yielded the pure intermediate depicted above (0.1 g, 20%). The reactants are ClCCl, COc1ccc(N)cc1, O=CC=Cc1ccccc1, [Mg+2], O=S(=O)([O-])[O-]. Yields the product COc1ccc(N=CC=Cc2ccccc2)cc1. As a reaction SMILES: [CH2:26]([Cl:27])[Cl:28].[CH3:1][O:2][c:3]1[cH:4][cH:5][c:6]([NH2:9])[cH:7][cH:8]1.[CH:16]([CH:17]=[CH:18][c:19]1[cH:20][cH:21][cH:22][cH:23][cH:24]1)=[O:25].[Mg+2:10].[O-:11][S:12](=[O:13])(=[O:14])[O-:15]>>[CH3:1][O:2][c:3]1[cH:4][cH:5][c:6]([N:9]=[CH:16][CH:17]=[CH:18][c:19]2[cH:20][cH:21][cH:22][cH:23][cH:24]2)[cH:7][cH:8]1.